This data is from the Open Reaction Database (ORD), a public repository of structured organic reaction records. The task is: describe an organic reaction: reactants, conditions, products, and yield Reactants: [BH4-], COC(=O)c1ccc(-c2nc(COc3ccc(C=O)cc3OC)c(C)o2)cc1, [Na+], C1CCOC1, O. The product is COC(=O)c1ccc(-c2nc(COc3ccc(CO)cc3OC)c(C)o2)cc1. RXN SMILES: [BH4-:29].[CH:1](=[O:2])[c:3]1[cH:4][c:5]([O:27][CH3:28])[c:6]([O:7][CH2:8][c:9]2[n:10][c:11](-[c:15]3[cH:16][cH:17][c:18]([C:19](=[O:20])[O:21][CH3:22])[cH:23][cH:24]3)[o:12][c:13]2[CH3:14])[cH:25][cH:26]1.[Na+:30].[O:32]1[CH2:33][CH2:34][CH2:35][CH2:36]1.[OH2:31]>>[CH2:1]([OH:2])[c:3]1[cH:4][c:5]([O:27][CH3:28])[c:6]([O:7][CH2:8][c:9]2[n:10][c:11](-[c:15]3[cH:16][cH:17][c:18]([C:19](=[O:20])[O:21][CH3:22])[cH:23][cH:24]3)[o:12][c:13]2[CH3:14])[cH:25][cH:26]1. The reactants are [Br-].C(C1=CC=CC=C1)[N+]1=CC=C(C=C1)C1=CNC(C2=CC=CC=C12)=O (1-Benzyl-4-(1-oxo-2H-isoquinolin-4-yl)pyridinium bromide), [BH4-].[Na+] (sodium borohydride). Run in CO (methanol). Product: C(C1=CC=CC=C1)N1CCC(=CC1)C1=CNC(C2=CC=CC=C12)=O (4-(1-benzyl-1,2,3,6-tetrahydropyridin-4-yl)-2H-isoquinolin-1-one). The yield is 89.8%. Reaction SMILES: [Br-].[CH2:2]([N+:9]1[CH:14]=[CH:13][C:12]([C:15]2[C:24]3[C:19](=[CH:20][CH:21]=[CH:22][CH:23]=3)[C:18](=[O:25])[NH:17][CH:16]=2)=[CH:11][CH:10]=1)[C:3]1[CH:8]=[CH:7][CH:6]=[CH:5][CH:4]=1.[BH4-].[Na+]>CO>[CH2:2]([N:9]1[CH2:10][CH:11]=[C:12]([C:15]2[C:24]3[C:19](=[CH:20][CH:21]=[CH:22][CH:23]=3)[C:18](=[O:25])[NH:17][CH:16]=2)[CH2:13][CH2:14]1)[C:3]1[CH:8]=[CH:7][CH:6]=[CH:5][CH:4]=1 |f:0.1,2.3|. Procedure details: 1-Benzyl-4-(1-oxo-2H-isoquinolin-4-yl)pyridinium bromide (9.0 g) was dissolved in methanol (100 mL), and sodium borohydride (3.7 g) was added in small portions with stirring at room temperature. After the completion of the reaction, the solvent was evaporated. Water was added to the obtained residue, and the mixture was extracted with chloroform. The organic layer was dried over magnesium sulfate, and the solvent was evaporated. Ethyl acetate was added to the obtained residue, and the precipitat... Reactants: C(C)OC(CCCCCCCCCCSC=1NC(=C(N1)C1=CC=CC=C1)C1=CC=CC=C1)=O (11-(4,5-diphenyl-1H-imidazole-2-ylthio)undecanoic acid ethyl ester), [OH-].[Na+] (sodium hydroxide). The solvent is C(C)O (ethanol), O (water). Product: C1(=CC=CC=C1)C=1N=C(NC1C1=CC=CC=C1)SCCCCCCCCCCC(=O)O (11-(4,5-Diphenyl-1H-imidazol-2-ylthio)undecanoic acid). The yield is 69.2%. As a reaction SMILES: C([O:3][C:4](=[O:33])[CH2:5][CH2:6][CH2:7][CH2:8][CH2:9][CH2:10][CH2:11][CH2:12][CH2:13][CH2:14][S:15][C:16]1[NH:17][C:18]([C:27]2[CH:32]=[CH:31][CH:30]=[CH:29][CH:28]=2)=[C:19]([C:21]2[CH:26]=[CH:25][CH:24]=[CH:23][CH:22]=2)[N:20]=1)C.[OH-].[Na+]>C(O)C.O>[C:27]1([C:18]2[N:17]=[C:16]([S:15][CH2:14][CH2:13][CH2:12][CH2:11][CH2:10][CH2:9][CH2:8][CH2:7][CH2:6][CH2:5][C:4]([OH:33])=[O:3])[NH:20][C:19]=2[C:21]2[CH:26]=[CH:25][CH:24]=[CH:23][CH:22]=2)[CH:28]=[CH:29][CH:30]=[CH:31][CH:32]=1 |f:1.2|. Reported procedure: To a solution of 6.0 g (0.013 mole) 11-(4,5-diphenyl-1H-imidazole-2-ylthio)undecanoic acid ethyl ester in 150 ml ethanol was added, dropwise, a solution of 6.0 g sodium hydroxide in 150 ml water. The reaction mixture was stirred at reflux under nitrogen for 3 hours. The solvent was concentrated to half the volume and the remaining solution was extracted with diethyl ether. This organic layer was discarded. The aqueous layer was acidified to pH=1.0 using 1N hydrochloric acid and then extracted wi... Reactants: CC(=O)OC(C)=O, CCN(C(C)C)C(C)C, ClCCl, c1cc(C2(CN3CCNCC3)CCOCC2)ccc1OCCCN1CCCC1. Product: CC(=O)N1CCN(CC2(c3ccc(OCCCN4CCCC4)cc3)CCOCC2)CC1. RXN SMILES: [CH3:38][C:39](=[O:40])[O:41][C:42](=[O:43])[CH3:44].[CH:29]([N:30]([CH2:31][CH3:32])[CH:33]([CH3:34])[CH3:35])([CH3:36])[CH3:37].[Cl:45][CH2:46][Cl:47].[N:1]1([CH2:6][CH2:7][CH2:8][O:9][c:10]2[cH:11][cH:12][c:13]([C:16]3([CH2:22][N:23]4[CH2:24][CH2:25][NH:26][CH2:27][CH2:28]4)[CH2:17][CH2:18][O:19][CH2:20][CH2:21]3)[cH:14][cH:15]2)[CH2:2][CH2:3][CH2:4][CH2:5]1>>[N:1]1([CH2:6][CH2:7][CH2:8][O:9][c:10]2[cH:11][cH:12][c:13]([C:16]3([CH2:22][N:23]4[CH2:24][CH2:25][N:26]([C:39]([CH3:38])=[O:40])[CH2:27][CH2:28]4)[CH2:17][CH2:18][O:19][CH2:20][CH2:21]3)[cH:14][cH:15]2)[CH2:2][CH2:3][CH2:4][CH2:5]1. Starting materials: Cl, c1cc(-n2cnnn2)ncc1OCc1cnn(C2CCNCC2)n1, O=S(=O)(Cl)Cc1ccccc1. The product is O=S(=O)(Cc1ccccc1)N1CCC(n2ncc(COc3ccc(-n4cnnn4)nc3)n2)CC1. RXN SMILES: [ClH:1].[NH:2]1[CH2:3][CH2:4][CH:5]([n:8]2[n:9][cH:10][c:11]([CH2:13][O:14][c:15]3[cH:16][cH:17][c:18](-[n:21]4[n:22][n:23][n:24][cH:25]4)[n:19][cH:20]3)[n:12]2)[CH2:6][CH2:7]1.[c:26]1([CH2:32][S:33](=[O:34])(=[O:35])[Cl:36])[cH:27][cH:28][cH:29][cH:30][cH:31]1>>[N:2]1([S:33]([CH2:32][c:26]2[cH:27][cH:28][cH:29][cH:30][cH:31]2)(=[O:34])=[O:35])[CH2:3][CH2:4][CH:5]([n:8]2[n:9][cH:10][c:11]([CH2:13][O:14][c:15]3[cH:16][cH:17][c:18](-[n:21]4[n:22][n:23][n:24][cH:25]4)[n:19][cH:20]3)[n:12]2)[CH2:6][CH2:7]1. The reactants are Cc1ccc(S(=O)(=O)Oc2c(C)c(=O)n(C)c3c2c(=O)n(C2CC2)c(=O)n3-c2ccc(Br)cc2)cc1, CCOCC, CCCCCC, Nc1ccccc1. Product: Cc1c(Nc2ccccc2)c2c(=O)n(C3CC3)c(=O)n(-c3ccc(Br)cc3)c2n(C)c1=O. As a reaction SMILES: [Br:1][c:2]1[cH:3][cH:4][c:5](-[n:8]2[c:9](=[O:36])[n:10]([CH:33]3[CH2:34][CH2:35]3)[c:11](=[O:32])[c:12]3[c:13]2[n:14]([CH3:31])[c:15](=[O:30])[c:16]([CH3:29])[c:17]3[O:18][S:19]([c:20]2[cH:21][cH:22][c:23]([CH3:24])[cH:25][cH:26]2)(=[O:27])=[O:28])[cH:6][cH:7]1.[CH2:50]([O:51][CH2:52][CH3:53])[CH3:54].[CH3:44][CH2:45][CH2:46][CH2:47][CH2:48][CH3:49].[NH2:37][c:38]1[cH:39][cH:40][cH:41][cH:42][cH:43]1>>[Br:1][c:2]1[cH:3][cH:4][c:5](-[n:8]2[c:9](=[O:36])[n:10]([CH:33]3[CH2:34][CH2:35]3)[c:11](=[O:32])[c:12]3[c:13]2[n:14]([CH3:31])[c:15](=[O:30])[c:16]([CH3:29])[c:17]3[NH:37][c:38]2[cH:39][cH:40][cH:41][cH:42][cH:43]2)[cH:6][cH:7]1.